From a dataset of the Open Reaction Database (ORD), a public repository of structured organic reaction records. describe an organic reaction: reactants, conditions, products, and yield The reactants are C(#N)C(C#N)=C(SC)NC1=CC=C(C=C1)OCC (2-cyano-3-(4-ethoxy-phenylamino)-3-methylmercapto-acrylonitrile), O.NN (hydrazine hydrate). Solvent: CO (methanol). Yields the product NC1=C(C(=NN1)NC1=CC=C(C=C1)OCC)C#N (5-Amino-4-cyano-3-(4-ethoxy-phenylamino)-pyrazole). As a reaction SMILES: [C:1]([C:3](=[C:6]([NH:9][C:10]1[CH:15]=[CH:14][C:13]([O:16][CH2:17][CH3:18])=[CH:12][CH:11]=1)SC)[C:4]#[N:5])#[N:2].O.[NH2:20][NH2:21]>CO>[NH2:2][C:1]1[NH:21][N:20]=[C:6]([NH:9][C:10]2[CH:15]=[CH:14][C:13]([O:16][CH2:17][CH3:18])=[CH:12][CH:11]=2)[C:3]=1[C:4]#[N:5] |f:1.2|. Reported procedure: A mixture of 21.5 g (82.9 mmol) of 2-cyano-3-(4-ethoxy-phenylamino)-3-methylmercapto-acrylonitrile, 4.31 ml (87 mmol) of hydrazine hydrate and 110 ml of methanol is heated under reflux for 7 hours and then concentrated by evaporation in vacuo. Recrystallization of the residue from ethyl acetate/hexane yields the title compound; m.p. 166-167° C. Reactants: C(C)(C)(C)OC(=O)N1CCN(CC1)C(SCC1=CC=C(C=C1)O[Si](C)(C)C(C)(C)C)=O (S-4-(tert-butyl-dimethylsilyloxy)benzyl 4-tert-butoxycarbonylpiperazine-1-thiocarboxylate), CCCC[N+](CCCC)(CCCC)CCCC.[F-] (TBAF). Run in O (water), C1CCOC1 (THF), C1CCOC1 (THF). Conditions: time 40 minute. The product is C(C)(C)(C)OC(=O)N1CCN(CC1)C(SCC1=CC=C(C=C1)O)=O (S-4-hydroxybenzyl 4-tert-butoxycarbonylpiperazine-1-thiocarboxylate). Isolated yield 47.7%. As a reaction SMILES: [C:1]([O:5][C:6]([N:8]1[CH2:13][CH2:12][N:11]([C:14](=[O:31])[S:15][CH2:16][C:17]2[CH:22]=[CH:21][C:20]([O:23][Si](C(C)(C)C)(C)C)=[CH:19][CH:18]=2)[CH2:10][CH2:9]1)=[O:7])([CH3:4])([CH3:3])[CH3:2].CCCC[N+](CCCC)(CCCC)CCCC.[F-]>C1COCC1.O>[C:1]([O:5][C:6]([N:8]1[CH2:13][CH2:12][N:11]([C:14](=[O:31])[S:15][CH2:16][C:17]2[CH:18]=[CH:19][C:20]([OH:23])=[CH:21][CH:22]=2)[CH2:10][CH2:9]1)=[O:7])([CH3:4])([CH3:2])[CH3:3] |f:1.2|. Procedure: to a stirred solution of S-4-(tert-butyl-dimethylsilyloxy)benzyl 4-tert-butoxycarbonylpiperazine-1-thiocarboxylate (10 g, 22 mmol) in THF (100 mL) was added a solution of TBAF in THF (1 N, 24 mL, 24 mmol). The mixture was stirred at room temperature for 40 min then diluted with water (200 mL) and extracted with EtOAc (2×250 mL). The combined organic extracts were washed successively with water (250 mL) and brine (500 mL) then dried (MgSO4), filtered and concentrated to reveal a brown oil. Tritur... Starting materials: COC1=CC(=CC=C1)OC (1,3-dimethoxybenzene), COC1=CC=C(C=C1)CC(=O)Cl (4-methoxyphenylacetyl chloride). Yields the product COC1=C(C=CC(=C1)OC)C(CC1=CC=C(C=C1)OC)=O (1-(2,4-Dimethoxyphenyl)-2-(4-methoxyphenyl)ethanone). The yield is 51.6%. Reaction SMILES: [CH3:1][O:2][C:3]1[CH:8]=[CH:7][CH:6]=[C:5]([O:9][CH3:10])[CH:4]=1.[CH3:11][O:12][C:13]1[CH:18]=[CH:17][C:16]([CH2:19][C:20](Cl)=[O:21])=[CH:15][CH:14]=1>>[CH3:1][O:2][C:3]1[CH:4]=[C:5]([O:9][CH3:10])[CH:6]=[CH:7][C:8]=1[C:20](=[O:21])[CH2:19][C:16]1[CH:17]=[CH:18][C:13]([O:12][CH3:11])=[CH:14][CH:15]=1. Reported procedure: Synthesized from 1,3-dimethoxybenzene (8.2 g) and 4-methoxyphenylacetyl chloride (10.0 g) according to an analogous synthetic method to Preparation Example 66,the title compound (8.0 g) was obtained. Reactants: C(CCC)[Li] (n-butyllithium), ClC1=CC(=CC=C1)F (1-chloro-3-fluorobenzene), S(=O)([O-])[O-].[Na+].[Na+] (sodium sulfite), [OH-].[Na+] (sodium hydroxide), BrBr (bromine). Run in hexanes, O1CCCC1 (tetrahydrofuran), O (water). Conditions: time 2.5 hour. Yields the product BrC1=C(C=CC=C1F)Cl (2-bromo-3-fluoro-chlorobenzene). Reaction SMILES: [Cl:1][C:2]1[CH:7]=[CH:6][CH:5]=[C:4]([F:8])[CH:3]=1.C([Li])CCC.[Br:14]Br.S([O-])([O-])=O.[Na+].[Na+].[OH-].[Na+]>O1CCCC1.O>[Br:14][C:3]1[C:4]([F:8])=[CH:5][CH:6]=[CH:7][C:2]=1[Cl:1] |f:3.4.5,6.7|. Reported procedure: A solution of 261.1 g (2.0 mol) of 1-chloro-3-fluorobenzene in 2000 ml of dry tetrahydrofuran under nitrogen is cooled to −78°. To the solution is added 960 ml (2.4 mol) of 2.5 M n-butyllithium in hexanes over a period of 40 minutes. After stirring for 2.5 hours, a slurry of 155 ml of bromine cooled to −78° is added over 30 minutes and the mixture is stirred for 40 minutes before warming to −10°. The reaction is quenched with an aqueous solution of 151.3 g (1.2 mol) of sodium sulfite and 16.0 g ...